The task is: describe an organic reaction: reactants, conditions, products, and yield. This data is from the Open Reaction Database (ORD), a public repository of structured organic reaction records. Starting materials: C(Cl)Cl (methylene chloride), OC=1C(=C(C(=O)OC)C=CC1S(=O)(=O)C)C (methyl 3-hydroxy-4-methanesulfonyl-2-methylbenzoate), FC(S(=O)(=O)O)(F)F (trifluoromethanesulfonic acid). Run in N1=CC=CC=C1 (pyridine). Conditions: temperature 0 celsius. The product is CS(=O)(=O)C1=C(C(=C(C(=O)OC)C=C1)C)OS(=O)(=O)C(F)(F)F (methyl 4-methanesulfonyl-2-methyl-3-(trifluoromethanesulfonyl)oxybenzoate). The yield is 99.0%. As a reaction SMILES: C(Cl)Cl.[OH:4][C:5]1[C:6]([CH3:19])=[C:7]([CH:12]=[CH:13][C:14]=1[S:15]([CH3:18])(=[O:17])=[O:16])[C:8]([O:10][CH3:11])=[O:9].[F:20][C:21]([F:27])([F:26])[S:22](O)(=[O:24])=[O:23]>N1C=CC=CC=1>[CH3:18][S:15]([C:14]1[CH:13]=[CH:12][C:7]([C:8]([O:10][CH3:11])=[O:9])=[C:6]([CH3:19])[C:5]=1[O:4][S:22]([C:21]([F:27])([F:26])[F:20])(=[O:24])=[O:23])(=[O:17])=[O:16]. Procedure details: To 100 ml methylene chloride, was dissolved methyl 3-hydroxy-4-methanesulfonyl-2-methylbenzoate in an amount of 8.8 g (0.036 mole), and the resulting solution was then added with pyridine in an amount of 8.3 g (0.11 mole), cooled at 0° C. and then added with anhydrous trifluoromethanesulfonic acid in an amount of 12.2 g (0.043 mole). After stirring the mixture for an hour at an ambient temperature, the reacted-mixture was washed with 1N-hydrochloric acid and then with saturated saline solution a... Reagents/catalysts: N1CCCCC1 (piperidine). Starting materials: OC1=C2C=C(NC2=CC(=C1)C)C(=O)OCC (4-hydroxy-2-ethoxycarbonyl-6-methylindole), C(Cl)C1CO1 (epichlorohydrine). Yields the product O1C(COC2=C3C=C(NC3=CC(=C2)C)C(=O)OCC)C1 (4-(2,3-epoxypropoxy)-2-ethoxycarbonyl-6-methyl indole). Reaction conditions: time 3.5 hour. Reported procedure: 7.8 g of the thus obtained 4-hydroxy-2-ethoxycarbonyl-6-methylindole are dissolved in 100 ml epichlorohydrine and the solution is heated subsequent to the addition of 5 to 6 drops of piperidine, to boiling. After about 3 to 4 hours, the solution is evaporated in vacuum and the residue is recrystallized from isopropanol. There is obtained 6.4 g (~64% of theory) 4-(2,3-epoxypropoxy)-2-ethoxycarbonyl-6-methyl indole; m.p. 173°-175° C. As a reaction SMILES: [OH:1][C:2]1[CH:10]=[C:9]([CH3:11])[CH:8]=[C:7]2[C:3]=1[CH:4]=[C:5]([C:12]([O:14][CH2:15][CH3:16])=[O:13])[NH:6]2.[CH2:17]([CH:19]1[O:21][CH2:20]1)Cl>N1CCCCC1>[O:21]1[CH2:20][CH:19]1[CH2:17][O:1][C:2]1[CH:10]=[C:9]([CH3:11])[CH:8]=[C:7]2[C:3]=1[CH:4]=[C:5]([C:12]([O:14][CH2:15][CH3:16])=[O:13])[NH:6]2. The yield is 64.0%. Starting materials: [C@@H]1(C[C@H](O)[C@@H](CO)O1)N1C(=O)NC(=O)C(C)=C1 (thymidine), NC1=NC(=C2N=CNC2=N1)OC1CCC1 (2-Amino-6-cyclobutoxy-9H-purine), Purine nucleoside, F[C@H]1C[C@@H](O[C@@H]1CO)N1C(=O)NC(=O)C=C1 (2'3'-dideoxy-3'-fluorouridine), [N-]=[N+]=[N-].[K+] (potassium azide). The solvent is CO (MeOH), P(=O)([O-])([O-])[O-].[K+].[K+].[K+] (potassium phosphate). Run at temperature 45 celsius, time 8 day. The product is NC1=NC(=C2N=CN(C2=N1)[C@H]1C[C@@H]([C@H](O1)CO)F)OC1CCC1 (2-amino-6-cyclobutoxy-9-(2,3-dideoxy-3-fluoro-β-D-erythropentofuranosyl)-9H-purine). Isolated yield 73.5%. RXN SMILES: [NH2:1][C:2]1[N:10]=[C:9]2[C:5]([N:6]=[CH:7][NH:8]2)=[C:4]([O:11][CH:12]2[CH2:15][CH2:14][CH2:13]2)[N:3]=1.[F:16][C@@H:17]1[C@@H:21]([CH2:22][OH:23])[O:20][C@@H:19](N2C=CC(=O)NC2=O)[CH2:18]1.[N-]=[N+]=[N-].[K+].[C@@H]1(N2C=C(C)C(=O)NC2=O)O[C@H](CO)[C@@H](O)C1>P([O-])([O-])([O-])=O.[K+].[K+].[K+].CO>[NH2:1][C:2]1[N:10]=[C:9]2[C:5]([N:6]=[CH:7][N:8]2[C@@H:19]2[O:20][C@H:21]([CH2:22][OH:23])[C@@H:17]([F:16])[CH2:18]2)=[C:4]([O:11][CH:12]2[CH2:15][CH2:14][CH2:13]2)[N:3]=1 |f:2.3,5.6.7.8|. Procedure details: 2-Amino-6-cyclobutoxy-9H-purine (0.50 g, 2.4 mmoles) and 2'3'-dideoxy-3'-fluorouridine (0.67 g, 2.9 mmoles) were suspended in potassium phosphate buffer (50 ml, 10 mM), pH 7.0, containing 0.04% potassium azide. Purine nucleoside phosphorylase (1120 I.U.) and thymidine phosphorylase (10,000 I.U.) immobilized on DEAE cellulose was added to the reaction and the suspension was stirred at 45° C. After 8 days, MeOH (150 ml) was added to the reaction. The reaction was applied to a column containing AG1...